Dataset: the Open Reaction Database (ORD), a public repository of structured organic reaction records. Task: describe an organic reaction: reactants, conditions, products, and yield Procedure: [(3S)-3-Aminobutyl](3-methylbutyl)amine dihydrochloride was prepared in a similar manner as described in example Z-32, 1H NMR (400 MHz, CDCl3/CD3OD) δ 0.86 (d, J=5.6 Hz, 6H), 1.27 (d, J=6.0 Hz, 3H), 1.58 (m, 3H), 2.03-2.14 (m, 2H), 2.87-2.09 (m, 4H), 3.38 (m, 1H), 8.1.5 (br, <1H), 8.87 (br, <1H), b) (4S,12aS)—N-[(2,4-Difluorophenyl)methyl]-7-hydroxy-4-methyl-1-(3-methylbutyl)-6,8-dioxo-1,2,3,4,6,8,12,12a-octahydropyrido[1′,2′:4,5]pyrazino[1,2-a]pyrimidine-9-carboxamide. The title compound was ma... As a reaction SMILES: [F:1][C:2]1[CH:7]=[C:6]([F:8])[CH:5]=[CH:4][C:3]=1[CH2:9][NH:10][C:11]([C:13]1[C:14](=[O:35])[C:15]([OH:34])=[C:16]2[C:31](=[O:32])[N:20]3[C@@H:21]([CH3:30])[CH2:22][CH2:23][N:24]([CH2:25][CH2:26][CH:27]([CH3:29])[CH3:28])[C@@H:19]3[CH2:18][N:17]2[CH:33]=1)=[O:12].N[C@@H](C)CCN[CH2:41][CH2:42][CH:43]([CH3:45])[CH3:44].[C:47](O)(=O)[CH3:48].[Cl:51]CCl>>[ClH:51].[ClH:51].[NH2:20][C@@H:21]([CH3:30])[CH2:22][CH2:23][NH:24][CH2:25][CH2:26][CH:27]([CH3:29])[CH3:28].[F:1][C:2]1[CH:7]=[C:6]([F:8])[CH:5]=[CH:4][C:3]=1[CH2:9][NH:10][C:11]([C:13]1[C:14](=[O:35])[C:15]([OH:34])=[C:16]2[C:31](=[O:32])[N:20]3[C@@H:21]([CH3:30])[CH2:22][CH2:23][N:24]([CH2:25][CH2:26][CH:27]([CH3:28])[CH3:29])[C@@H:19]3[CH2:18][N:17]2[CH:33]=1)=[O:12].[F:1][C:2]1[CH:7]=[C:6]([F:8])[CH:5]=[CH:4][C:3]=1[CH2:9][NH:10][C:11]([C:13]1[C:14](=[O:35])[C:15]([O:34][CH2:45][C:43]2[CH:42]=[CH:41][CH:48]=[CH:47][CH:44]=2)=[C:16]2[C:31](=[O:32])[N:20]3[C@@H:21]([CH3:30])[CH2:22][CH2:23][N:24]([CH2:25][CH2:26][CH:27]([CH3:28])[CH3:29])[C@@H:19]3[CH2:18][N:17]2[CH:33]=1)=[O:12] |f:4.5.6|. The reactants are C(C)(=O)O (acetic acid), ClCCl (dichloromethane), 16a, N[C@H](CCNCCC(C)C)C ([(3S)-3-aminobutyl](3-methylbutyl)amine), FC1=C(C=CC(=C1)F)CNC(=O)C=1C(C(=C2N(C[C@@H]3N([C@H](CCN3CCC(C)C)C)C2=O)C1)O)=O ((4S,12aS)—N-[(2,4-Difluorophenyl)methyl]-7-hydroxy-4-methyl-1-(3-methylbutyl)-6,8-dioxo-1,2,3,4,6,8,12,12a-octahydropyrido[1′,2′:4,5]pyrazino[1,2-a]pyrimidine-9-carboxamide). The product is Cl.Cl.N[C@H](CCNCCC(C)C)C ([(3S)-3-Aminobutyl](3-methylbutyl)amine dihydrochloride), FC1=C(C=CC(=C1)F)CNC(=O)C=1C(C(=C2N(C[C@@H]3N([C@H](CCN3CCC(C)C)C)C2=O)C1)O)=O ((4S,12aS)—N-[(2,4-Difluorophenyl)methyl]-7-hydroxy-4-methyl-1-(3-methylbutyl)-6,8-dioxo-1,2,3,4,6,8,12,12a-octahydropyrido[1′,2′:4,5]pyrazino[1,2-a]pyrimidine-9-carboxamide), FC1=C(C=CC(=C1)F)CNC(=O)C=1C(C(=C2N(C[C@@H]3N([C@H](CCN3CCC(C)C)C)C2=O)C1)OCC1=CC=CC=C1)=O ((4S,12aS)—N-[(2,4-difluorophenyl)methyl]-4-methyl-1-(3-methylbutyl)-6,8-dioxo-7-[(phenylmethyl)oxy]-1,2,3,4,6,8,12,12a-octahydropyrido[1′,2′:4,5]pyrazino[1,2-a]pyrimidine-9-carboxamide). Isolated yield 72.0%. Reactants: [Li]CCCC, C#CCOc1ccccc1, C1CCOC1, CC(=O)OC(C)=O, c1ccncc1. Product: CC(=O)OCC#CCOc1ccccc1. RXN SMILES: [CH2:11]([Li:12])[CH2:13][CH2:14][CH3:15].[CH2:1]([C:2]#[CH:3])[O:4][c:5]1[cH:6][cH:7][cH:8][cH:9][cH:10]1.[CH2:29]1[O:30][CH2:31][CH2:32][CH2:33]1.[CH3:22][C:23](=[O:24])[O:25][C:26](=[O:27])[CH3:28].[cH:16]1[cH:17][cH:18][n:19][cH:20][cH:21]1>>[CH2:1]([C:2]#[C:3][CH2:26][O:25][C:23]([CH3:22])=[O:24])[O:4][c:5]1[cH:6][cH:7][cH:8][cH:9][cH:10]1.